From a dataset of the Open Reaction Database (ORD), a public repository of structured organic reaction records. describe an organic reaction: reactants, conditions, products, and yield Starting materials: I.C(C)(=O)NCC=1C=C(C=CC1)C=1N=C(SC1)NC(SC)=N (4-(3-acetylaminomethylphenyl)-2-(2-methyl-1-isothioureido)thiazole hydriodide), COCCN (2-methoxyethylamine). The solvent is C(C)O (ethanol). Yields the product C(C)(=O)NCC=1C=C(C=CC1)C=1N=C(SC1)N=C(NCCOC)N (4-(3-acetylaminomethylphenyl)-2-[[(amino)(2-methoxyethylamino)methylene]amino]thiazole). Reaction SMILES: I.[C:2]([NH:5][CH2:6][C:7]1[CH:8]=[C:9]([C:13]2[N:14]=[C:15]([NH:18][C:19](=[NH:22])SC)[S:16][CH:17]=2)[CH:10]=[CH:11][CH:12]=1)(=[O:4])[CH3:3].[CH3:23][O:24][CH2:25][CH2:26][NH2:27]>C(O)C>[C:2]([NH:5][CH2:6][C:7]1[CH:8]=[C:9]([C:13]2[N:14]=[C:15]([N:18]=[C:19]([NH2:22])[NH:27][CH2:26][CH2:25][O:24][CH3:23])[S:16][CH:17]=2)[CH:10]=[CH:11][CH:12]=1)(=[O:4])[CH3:3] |f:0.1|. Reported procedure: A solution of 4-(3-acetylaminomethylphenyl)-2-(2-methyl-1-isothioureido)thiazole hydriodide (2.0 g) and 2-methoxyethylamine (5 ml) in ethanol (50 ml) was refluxed for 25 hours. The solvent was removed under reduced pressure and the residue was suspended in water (100 ml). The mixture was alkalized with 30% aqueous potassium carbonate solution and then extracted with a mixture of ethyl acetate (200 ml) and tetrahydrofuran (50 ml). The extract was dried with magnesium sulfate. The solvent was remo...